Dataset: the Open Reaction Database (ORD), a public repository of structured organic reaction records. Task: describe an organic reaction: reactants, conditions, products, and yield Starting materials: Formula 3A, hydrochloride salt, dihydrate, alcohol, NC1=NC(=NC2=CC(=C(C=C12)OC)OC)N1CCN(CC1)C(=O)C1OCCC1 (1-(4-amino-6,7-dimethoxy-2-quinazolinyl)-4-(2-tetrahydrofuroyl)piperazine), Cl (hydrochloric acid). Solvent: 190. Run at temperature 35 celsius. Yields the product O.O.Cl.NC1=NC(=NC2=CC(=C(C=C12)OC)OC)N1CCN(CC1)C(=O)C1OCCC1 (1-(4-Amino-6,7-dimethoxy-2-quinazolinyl)4-(2-tetrahydrofuroyl)piperazine hydrochloride dihydrate). The yield is 84.0%. RXN SMILES: [NH2:1][C:2]1[C:11]2[C:6](=[CH:7][C:8]([O:14][CH3:15])=[C:9]([O:12][CH3:13])[CH:10]=2)[N:5]=[C:4]([N:16]2[CH2:21][CH2:20][N:19]([C:22]([CH:24]3[CH2:28][CH2:27][CH2:26][O:25]3)=[O:23])[CH2:18][CH2:17]2)[N:3]=1.[ClH:29]>>[OH2:12].[OH2:12].[ClH:29].[NH2:1][C:2]1[C:11]2[C:6](=[CH:7][C:8]([O:14][CH3:15])=[C:9]([O:12][CH3:13])[CH:10]=2)[N:5]=[C:4]([N:16]2[CH2:21][CH2:20][N:19]([C:22]([CH:24]3[CH2:28][CH2:27][CH2:26][O:25]3)=[O:23])[CH2:18][CH2:17]2)[N:3]=1 |f:2.3.4.5|. Procedure details: The hydrochloride salt of the dihydrate of the compound prepared as described above in Step 1 was prepared by slurrying 10 grams (0.026 tool) of the above-prepared 1-(4-amino-6,7-dimethoxy-2-quinazolinyl)-4-(2-tetrahydrofuroyl)piperazine in 150 ml of 190 proof Formula 3A alcohol, heating the slurry to about as 35° C., adding 2.5 ml of concentrated aqueous hydrochloric acid, and heating the mixture to about 70° C. The reaction mixture was carbon treated, the carbon was filtered off and the filtra... Reactants: N1CCOCC1 (Morpholine), BrCC(=O)C=1C=CC(=C(C1)C=1NC(C2=C(N1)N(N=C2)CCC)=O)OCC (6-(5-bromoacetyl-2-ethoxyphenyl)-1-n-propyl-1,5-dihydro-4H-pyrazolo[3,4-d]pyrimidin-4-one), C([O-])([O-])=O.[K+].[K+] (potassium carbonate). Run in C(C)#N (acetonitrile). Reaction conditions: time 3 hour. The product is C(C)OC1=C(C=C(C=C1)C(CN1CCOCC1)=O)C=1NC(C2=C(N1)N(N=C2)CCC)=O (6-[2-Ethoxy-5-(morpholinoacetyl)phenyl]-1-n-propyl-1,5-dihydro-4H-pyrazolo[3,4-d]-pyrimidin-4-one). Isolated yield 85.7%. Reaction SMILES: [NH:1]1[CH2:6][CH2:5][O:4][CH2:3][CH2:2]1.Br[CH2:8][C:9]([C:11]1[CH:12]=[CH:13][C:14]([O:30][CH2:31][CH3:32])=[C:15]([C:17]2[NH:18][C:19](=[O:29])[C:20]3[CH:25]=[N:24][N:23]([CH2:26][CH2:27][CH3:28])[C:21]=3[N:22]=2)[CH:16]=1)=[O:10].C(=O)([O-])[O-].[K+].[K+]>C(#N)C>[CH2:31]([O:30][C:14]1[CH:13]=[CH:12][C:11]([C:9](=[O:10])[CH2:8][N:1]2[CH2:6][CH2:5][O:4][CH2:3][CH2:2]2)=[CH:16][C:15]=1[C:17]1[NH:18][C:19](=[O:29])[C:20]2[CH:25]=[N:24][N:23]([CH2:26][CH2:27][CH3:28])[C:21]=2[N:22]=1)[CH3:32] |f:2.3.4|. Procedure details: Morpholine (0.175 g, 0.002 mol) was added to a stirred suspension of 6-(5-bromoacetyl-2-ethoxyphenyl)-1-n-propyl-1,5-dihydro-4H-pyrazolo[3,4-d]pyrimidin-4-one (Preparation 4; 0.70 g, 0.0017 mol) and anhydrous potassium carbonate (0.461 g, 0.0033 mol) in acetonitrile (30 ml) and the resulting mixture stirred at room temperature for 3 hours. The solvent was removed by evaporation under vacuum, the residue partitioned between water (20 ml) and dichloromethane (30 ml), the organic phase removed and ...